The task is: describe an organic reaction: reactants, conditions, products, and yield. This data is from the Open Reaction Database (ORD), a public repository of structured organic reaction records. Reaction SMILES: [CH2:41]([Cl:42])[Cl:43].[CH3:18][O:19][c:20]1[c:21]([N:26]2[CH2:27][CH2:28][NH:29][CH2:30][CH2:31]2)[cH:22][cH:23][cH:24][cH:25]1.[CH:32]([N:33]([CH:34]([CH3:35])[CH3:36])[CH2:37][CH3:38])([CH3:39])[CH3:40].[ClH:17].[c:1]1([C:7]2=[N:8][O:9][CH:10]([CH2:12][CH2:13][CH2:14][CH:15]=[O:16])[CH2:11]2)[cH:2][cH:3][cH:4][cH:5][cH:6]1>>[c:1]1([C:7]2=[N:8][O:9][CH:10]([CH2:12][CH2:13][CH2:14][CH2:15][CH:27]3[N:26]([c:21]4[c:20]([O:19][CH3:18])[cH:25][cH:24][cH:23][cH:22]4)[CH2:31][CH2:30][NH:29][CH2:28]3)[CH2:11]2)[cH:2][cH:3][cH:4][cH:5][cH:6]1. Product: COc1ccccc1N1CCNCC1CCCCC1CC(c2ccccc2)=NO1. Starting materials: ClCCl, COc1ccccc1N1CCNCC1, CCN(C(C)C)C(C)C, Cl, O=CCCCC1CC(c2ccccc2)=NO1. Reactants: N1C=NC=C1 (imidazole), CN(C=O)C (N,N-dimethylformamide), C(C)(C)(C)[Si](Cl)(C)C (tert-butyldimethylchlorosilane), O (Water), CCCCCC (hexane). Conditions: time 3 hour. The product is [Si](C)(C)(C(C)(C)C)OC(C#C)C1CCCCC1 (3-tert-butyldimethylsilyloxy-3-cyclohexylprop-1-yne). Reaction SMILES: N1[CH:5]=[CH:4]N=C1.[C:6]([Si:10]([CH3:13])([CH3:12])Cl)([CH3:9])([CH3:8])[CH3:7].O.[CH3:15][CH2:16][CH2:17][CH2:18][CH2:19][CH3:20].CN(C)[CH:23]=[O:24]>>[Si:10]([O:24][CH:23]([CH:17]1[CH2:16][CH2:15][CH2:20][CH2:19][CH2:18]1)[C:4]#[CH:5])([C:6]([CH3:9])([CH3:8])[CH3:7])([CH3:13])[CH3:12]. Procedure details: To a solution of (S)-3-cyclohexyl-1-propyn-3.ol, (obtained according to Preparation 5.A) (2.76 g, 0.02 mol), in 10 ml N,N-dimethylformamide (DMF), cooled to 0° C., was added imidazole (2.1 g), followed by tert-butyldimethylchlorosilane (3.1 g, 0.02 mol). The mixture was stirred for 3 h. Water (80 ml) and hexane (80 ml) were added; the organic layer was separated and combined with 2×80 ml of hexane extractions of the aqueous layer. The solvent was removed (in vacuo), after drying over sodium sulf... Starting materials: [BH4-], CC(=O)O, CO, O=C1OC2CC3CC(C2)OC1O3, [Na+], O. Product: OCC1OC2CC(O)CC(C2)O1. As a reaction SMILES: [BH4-:13].[CH3:16][C:17](=[O:18])[OH:19].[CH3:20][OH:21].[CH:1]12[O:2][C:3](=[O:12])[CH:4]3[O:5][CH:6]([CH2:7][CH:8]([CH2:9]1)[O:10]3)[CH2:11]2.[Na+:14].[OH2:15]>>[CH:1]1([OH:2])[CH2:9][CH:8]2[CH2:7][CH:6]([O:5][CH:4]([CH2:3][OH:12])[O:10]2)[CH2:11]1. The reactants are NC1=C(C=CC(=C1)Cl)S(=O)(=O)N (2-amino-4-chlorobenzenesulfonamide), C(CCC)N=C=S (butyl isothiocyanate). Run in C(C)(=O)OCC (ethyl acetate). The product is ClC=1C=CC2=C(NC(=NS2(=O)=O)NCCCC)C1 (6-Chloro-3-butylamino-4H-1,2,4-benzothiadiazine 1,1-dioxide). RXN SMILES: [NH2:1][C:2]1[CH:7]=[C:6]([Cl:8])[CH:5]=[CH:4][C:3]=1[S:9]([NH2:12])(=[O:11])=[O:10].[CH2:13]([N:17]=[C:18]=S)[CH2:14][CH2:15][CH3:16]>C(OCC)(=O)C>[Cl:8][C:6]1[CH:5]=[CH:4][C:3]2[S:9](=[O:11])(=[O:10])[N:12]=[C:18]([NH:17][CH2:13][CH2:14][CH2:15][CH3:16])[NH:1][C:2]=2[CH:7]=1. Procedure: The title compound was prepared from 2-amino-4-chlorobenzenesulfonamide and butyl isothiocyanate by a method analogous to the one described in Example 4; m.p. 267-269° C. (ethyl acetate); 1H-NMR (DMSO-d6): δ 0.90 (t, 3H, CH3), 1.24-1.60 (m, 4H, CH2CH2), 3.21 (q, 2H, NHCH2), 7.2-7.4 (m, 3H, ArH+NH), 7.68 (d, 1H, ArH), 10.55 (br.s, 1H, NH); MS: m/e 287-289 (M+); (C11H14N3Cl1O2S1) calc. C, 45.91; H, 4.91; N, 14.60; found C, 45.92; H, 5.12; N, 14.46. Reactants: S(=O)(=O)(OC)OC (dimethyl sulphate), C(C1=CC=CC=C1)OC1=C2C=CNC2=CC=C1OCC (4-benzyloxy-5-ethoxyindole), [OH-].[Na+] (caustic soda), C1(=CC=CC=C1)C (toluene). Solvent: O (water). Reaction conditions: temperature 60 celsius, time 30 minute. RXN SMILES: [CH2:1]([O:8][C:9]1[C:17]([O:18][CH2:19][CH3:20])=[CH:16][CH:15]=[C:14]2[C:10]=1[CH:11]=[CH:12][NH:13]2)[C:2]1[CH:7]=[CH:6][CH:5]=[CH:4][CH:3]=1.[OH-].[Na+].[C:23]1(C)C=CC=CC=1.S(OC)(OC)(=O)=O>S([O-])(O)(=O)=O.C([N+](CCCC)(CCCC)CCCC)CCC.O>[CH2:1]([O:8][C:9]1[C:17]([O:18][CH2:19][CH3:20])=[CH:16][CH:15]=[C:14]2[C:10]=1[CH:11]=[CH:12][N:13]2[CH3:23])[C:2]1[CH:3]=[CH:4][CH:5]=[CH:6][CH:7]=1 |f:1.2,5.6|. Yield: 95.0%. Procedure: The 4-benzyloxy-5-ethoxyindole (1.8 g, 0.0067 mole) obtained in Example (1c), 50% caustic soda (8 ml), toluene (5.4 ml) and tetrabutylammonium hydrogen sulphate (180 mg) are successively introduced. The mixture is heated to 60° C. and dimethyl sulphate (1 g) is introduced. The mixture is left at 60° C. for 30 minutes, diluted with water and the two phases are separated. The organic phase is washed with water, dried and the solvent evaporated. A colorless oil of 4-benzyloxy-5-ethoxy-1-methylindol... Reagents/catalysts: S(=O)(=O)(O)[O-].C(CCC)[N+](CCCC)(CCCC)CCCC (tetrabutylammonium hydrogen sulphate). Product: C(C1=CC=CC=C1)OC1=C2C=CN(C2=CC=C1OCC)C (4-benzyloxy-5-ethoxy-1-methylindole). Reactants: F[B-](F)(F)F, N#CCC(=O)O, CN(C)C=O, Nc1c[nH]nc1-c1nc2cc(CN3CCOCC3)ccc2[nH]1, CN(C)C(On1nnc2ccccc21)=[N+](C)C. Yields the product N#CCC(=O)Nc1c[nH]nc1-c1nc2cc(CN3CCOCC3)ccc2[nH]1. As a reaction SMILES: [B-:29]([F:30])([F:31])([F:32])[F:33].[C:1](#[N:2])[CH2:3][C:4](=[O:5])[OH:6].[O:51]=[CH:52][N:53]([CH3:54])[CH3:55].[O:7]1[CH2:8][CH2:9][N:10]([CH2:13][c:14]2[cH:15][c:16]3[c:17]([nH:18][c:19](-[c:21]4[n:22][nH:23][cH:24][c:25]4[NH2:26])[n:20]3)[cH:27][cH:28]2)[CH2:11][CH2:12]1.[n:34]1([O:35][C:36]([N:37]([CH3:38])[CH3:39])=[N+:40]([CH3:41])[CH3:42])[c:43]2[cH:44][cH:45][cH:46][cH:47][c:48]2[n:49][n:50]1>>[C:1](#[N:2])[CH2:3][C:4](=[O:6])[NH:26][c:25]1[c:21](-[c:19]2[nH:18][c:17]3[c:16]([cH:15][c:14]([CH2:13][N:10]4[CH2:9][CH2:8][O:7][CH2:12][CH2:11]4)[cH:28][cH:27]3)[n:20]2)[n:22][nH:23][cH:24]1. The reactants are Cl.C(C)C(CC(=O)OCC)=N (ethyl β-ethyl-β-iminopropionate hydrochloride), [Na] (sodium), C(C)(=O)[O-].[Na+] (sodium acetate), ClC1=C(C(=CC(=C1)C(=O)OC)Cl)NN (2,6 -dichloro-4-methoxycarbonylphenylhydrazine), ClC1=C(C(=CC(=C1)C(=O)OC)Cl)NN (2,6 -dichloro-4-methoxycarbonylphenylhydrazine). Run in O (water), C(C)(=O)O (acetic acid), CO (methanol), CO (methanol). Reaction conditions: time 2 hour. The product is ClC1=C(C(=CC(=C1)C(=O)OC)Cl)N1NC(=CC1=O)N (1-(2,6 -dichloro-4-methoxycarbonylphenyl)-3-amino-5-pyrazolone). The yield is 54.5%. As a reaction SMILES: Cl.C([C:4](=[NH:11])[CH2:5][C:6](OCC)=[O:7])C.[Cl:12][C:13]1[CH:18]=[C:17]([C:19]([O:21][CH3:22])=[O:20])[CH:16]=[C:15]([Cl:23])[C:14]=1[NH:24][NH2:25].C([O-])(=O)C.[Na+].[Na]>CO.O.C(O)(=O)C>[Cl:12][C:13]1[CH:18]=[C:17]([C:19]([O:21][CH3:22])=[O:20])[CH:16]=[C:15]([Cl:23])[C:14]=1[N:24]1[C:6](=[O:7])[CH:5]=[C:4]([NH2:11])[NH:25]1 |f:0.1,3.4,^1:30|. Procedure details: A mixture of 27.5 g of ethyl β-ethyl-β-iminopropionate hydrochloride, 30 g of 2,6 -dichloro-4-methoxycarbonylphenylhydrazine [Intermediate (h) as in Method (a) in Syntheses Example 1-(1)] and 11.5 g of anhydrous sodium acetate in 100 ml of methanol as stirred at room temperature for 2 hours. A solution containing 7 g of metallic sodium dissolved in 70 ml of methanol was added dropwise to the mixture, and the mixture was further stirred at room temperature for 2 hours. After adding 60 ml of aceti...